From a dataset of the Open Reaction Database (ORD), a public repository of structured organic reaction records. describe an organic reaction: reactants, conditions, products, and yield The reactants are [Mg] (magnesium), CI (methyl iodide), CN(C1=CC=C(C(=O)C2=CC=C(C=C2)N(C)C)C=C1)C (4,4'-bis-dimethylaminobenzophenone), C[Mg]I (methylmagnesium iodide), [Cl-].[NH4+] (ammonium chloride). Run in C(C)OCC (diethyl ether), C(C)OCC (diethyl ether), C1=CC=CC=C1 (benzene). Conditions: time 10 hour. Yields the product CN(C1=CC=C(C=C1)C(=C)C1=CC=C(C=C1)N(C)C)C (1,1-bis(4'-dimethylaminophenyl)ethylene). Isolated yield 65.0%. Reaction SMILES: C[Mg]I.[Mg].[CH3:5]I.[CH3:7][N:8]([CH3:26])[C:9]1[CH:25]=[CH:24][C:12]([C:13]([C:15]2[CH:20]=[CH:19][C:18]([N:21]([CH3:23])[CH3:22])=[CH:17][CH:16]=2)=O)=[CH:11][CH:10]=1.[Cl-].[NH4+]>C(OCC)C.C1C=CC=CC=1>[CH3:7][N:8]([CH3:26])[C:9]1[CH:25]=[CH:24][C:12]([C:13]([C:15]2[CH:20]=[CH:19][C:18]([N:21]([CH3:23])[CH3:22])=[CH:17][CH:16]=2)=[CH2:5])=[CH:11][CH:10]=1 |f:4.5|. Procedure: After adding 100 ml of benzene to a diethyl ether solution of methylmagnesium iodide prepared from 1.7 g of magnesium, 9.9 g of methyl iodide, and 100 ml of diethyl ether, 16.6 of 4,4'-bis-dimethylaminobenzophenone was gradually added thereto. After stirring at room temperature for 10 hours, the reaction mixture was decomposed by a saturated aqueous ammonium chloride solution, followed by stirring as it was for 2 hours. After separating and water-washing an organic layer, the solvent was distill... Run in CO (methanol). Reaction conditions: time 3.5 hour. As a reaction SMILES: [CH2:1]([O:3][CH2:4][C:5]#[C:6][CH2:7][O:8][CH:9]1[CH2:14]CCC[O:10]1)[CH3:2].O.[C:16]1(C)[CH:21]=[CH:20][C:19](S(O)(=O)=O)=[CH:18][CH:17]=1.C(=O)([O-])[O-].[Na+].[Na+]>CO>[CH3:7][O:8][C:9]([CH3:14])=[O:10].[CH3:20][CH2:21][CH2:16][CH2:17][CH2:18][CH3:19].[CH2:1]([O:3][CH2:4][C:5]#[C:6][CH2:7][OH:8])[CH3:2] |f:1.2,3.4.5,7.8|. Procedure: To a solution of 2-(4-ethoxy-but-2-ynyloxy)-tetrahydro-pyran (0.5 g, 2.52 mmol) in methanol (10 mL) was added p-toluenesulfonic acid monohydrate (p-TSOH) (0.086 g, 0.454 mmol). The reaction mixture was stirred at room temperature for 3.5 hours. The reaction mixture was poured into aqueous sodium carbonate and extracted with methyl acetate. The organic layers were combined, dried (Na2SO4) and concentrated. Silica gel chromatography (1-10% MeOAc/hexane) provided 0.2 g of 4-ethoxy-but-2-yn-1-ol as ... The product is COC(=O)C.CCCCCC (MeOAc hexane), C(C)OCC#CCO (4-ethoxy-but-2-yn-1-ol). The reactants are C(C)OCC#CCOC1OCCCC1 (2-(4-ethoxy-but-2-ynyloxy)-tetrahydro-pyran), O.C1(=CC=C(C=C1)S(=O)(=O)O)C (p-toluenesulfonic acid monohydrate), C([O-])([O-])=O.[Na+].[Na+] (sodium carbonate). Yield: 385.9%. Reactants: O=C1[C@]2(C=3C(=NC=CC3)N1COCC[Si](C)(C)C)CC1=CC=C(C=C1C2)[SH-]C(OCC)=S (O-Ethyl S-[(2R)-2′-oxo-1′-{[2-(trimethylsilyl)ethoxy]methyl}-1,1′,2′,3-tetrahydrospiro[indene-2,3′-pyrrolo[2,3-b]pyridin]-5-yl]carbonodithioate), [OH-].[Na+] (NaOH), O (H2O). The solvent is CCO (EtOH). Reaction conditions: temperature 60 celsius. The product is SC=1C=C2C[C@]3(C(N(C4=NC=CC=C43)COCC[Si](C)(C)C)=O)CC2=CC1 ((2R)-5-Sulfanyl-1′-{[2-(trimethylsilyl)ethoxy]methyl}-1,3-dihydrospiro[indene-2,3′-pyrrolo[2,3-b]pyridin]-2′(1′H)-one). RXN SMILES: [O:1]=[C:2]1[N:10]([CH2:11][O:12][CH2:13][CH2:14][Si:15]([CH3:18])([CH3:17])[CH3:16])[C:5]2=[N:6][CH:7]=[CH:8][CH:9]=[C:4]2[C@:3]21[CH2:26][C:25]1[C:20](=[CH:21][CH:22]=[C:23]([SH-:27]C(=S)OCC)[CH:24]=1)[CH2:19]2.[OH-].[Na+].O>CCO>[SH:27][C:23]1[CH:24]=[C:25]2[C:20](=[CH:21][CH:22]=1)[CH2:19][C@:3]1([C:4]3[C:5](=[N:6][CH:7]=[CH:8][CH:9]=3)[N:10]([CH2:11][O:12][CH2:13][CH2:14][Si:15]([CH3:16])([CH3:17])[CH3:18])[C:2]1=[O:1])[CH2:26]2 |f:1.2|. Procedure details: To a stirred solution of O-ethyl S-[(2R)-2′-oxo-1′-{[2-(trimethylsilyl)ethoxy]methyl}-1,1′,2′,3-tetrahydrospiro[indene-2,3′-pyrrolo[2,3-b]pyridin]-5-yl]carbonodithioate from Step B (740 mg, 1.52 mmol) in EtOH (4 mL) was added 1 N NaOH (3.0 mL, 3.0 mmol). The resulting suspension was heated at 60° C. for 90 min, then cooled and poured into H2O (50 mL). The mixture was extracted with EtOAc (2×70 mL), and the combined organic layers were washed with brine (30 mL), dried over Na2SO4, filtered, and c... As a reaction SMILES: N#N.[C:3]([SiH2:7][O:8][C:9]([CH3:22])([CH3:21])[C:10]1[O:11][CH:12]=[C:13]([CH2:15]OS(C)(=O)=O)[N:14]=1)([CH3:6])([CH3:5])[CH3:4].[N+:23]([C:26]1[CH:30]=[N:29][NH:28][N:27]=1)([O-:25])=[O:24].CCN(C(C)C)C(C)C>CN(C=O)C.CC(=O)OCC.O>[C:3]([SiH2:7][O:8][C:9]([CH3:22])([CH3:21])[C:10]1[O:11][CH:12]=[C:13]([CH2:15][N:28]2[N:27]=[C:26]([N+:23]([O-:25])=[O:24])[CH:30]=[N:29]2)[N:14]=1)([CH3:6])([CH3:5])[CH3:4]. Procedure: In a flame dried round-bottomed flask equipped with a magnetic stir bar and under inert atmosphere (N2), a solution of methanesulfonic acid 2-(tert-butyl-dimethyl-silanyloxymethyl)-oxazol-4-ylmethyl ester (651 mg, 2.02 mmol) in DMF (3.0 mL) was added to a solution of 4-nitro-2H-[1,2,3]triazole (210 mg, 1.84 mmol) in DMF (3.0 mL) pre-treated for 30 min with DIPEA (0.63 mL, 3.68 mmol) and the reaction mixture was stirred for 20 h at 50° C. Water (10 mL), followed by EA (10 mL) were added. The aq. ... Starting materials: N#N (N2), CCN(C(C)C)C(C)C (DIPEA), C(C)(C)(C)[SiH2]OC(C=1OC=C(N1)COS(=O)(=O)C)(C)C (methanesulfonic acid 2-(tert-butyl-dimethyl-silanyloxymethyl)-oxazol-4-ylmethyl ester), [N+](=O)([O-])C1=NNN=C1 (4-nitro-2H-[1,2,3]triazole). Run in O (Water), CC(OCC)=O (EA), CN(C)C=O (DMF), CN(C)C=O (DMF). Product: C(C)(C)(C)[SiH2]OC(C=1OC=C(N1)CN1N=CC(=N1)[N+](=O)[O-])(C)C (2-[2-(tert-Butyl-dimethyl-silanyloxymethyl)-oxazol-4-ylmethyl]-4-nitro-2H-[1,2,3]triazole). Run at temperature 50 celsius, time 20 hour. Starting materials: ClCC1=CC=C(C=C1)C1=NC(=NO1)CC1CCN(CC1)C(CC)CC (4-[5-(4-(chloromethyl)phenyl)[1,2,4]oxadiazol-3-ylmethyl]-1-(1-ethylpropyl)piperidine), C1(=CC=CC=C1)C=1CCNCC1 (4-phenyl-1,2,3,6-tetrahydropyridine). Reaction SMILES: [Cl:1][CH2:2][C:3]1[CH:8]=[CH:7][C:6]([C:9]2[O:13][N:12]=[C:11]([CH2:14][CH:15]3[CH2:20][CH2:19][N:18]([CH:21]([CH2:24][CH3:25])[CH2:22][CH3:23])[CH2:17][CH2:16]3)[N:10]=2)=[CH:5][CH:4]=1.[C:26]1([C:32]2[CH2:33][CH2:34][NH:35][CH2:36][CH:37]=2)[CH:31]=[CH:30][CH:29]=[CH:28][CH:27]=1>>[ClH:1].[ClH:1].[CH2:22]([CH:21]([N:18]1[CH2:19][CH2:20][CH:15]([CH2:14][C:11]2[N:10]=[C:9]([C:6]3[CH:7]=[CH:8][C:3]([CH2:2][N:35]4[CH2:34][CH:33]=[C:32]([C:26]5[CH:31]=[CH:30][CH:29]=[CH:28][CH:27]=5)[CH2:37][CH2:36]4)=[CH:4][CH:5]=3)[O:13][N:12]=2)[CH2:16][CH2:17]1)[CH2:24][CH3:25])[CH3:23] |f:2.3.4|. Procedure: The title compound was prepared by a similar procedure to that described in Example 23, starting from 4-[5-(4-(chloromethyl)phenyl)[1,2,4]oxadiazol-3-ylmethyl]-1-(1-ethylpropyl)piperidine and 4-phenyl-1,2,3,6-tetrahydropyridine. HPLC: Rt=10.24 min. Yields the product Cl.Cl.C(C)C(CC)N1CCC(CC1)CC1=NOC(=N1)C1=CC=C(CN2CCC(=CC2)C2=CC=CC=C2)C=C1 (1-(4-{3-[1-(1-Ethylpropyl)piperidin-4-ylmethyl][1,2,4]oxadiazol-5-yl}benzyl)-4-phenyl-1,2,3,6-tetrahydropyridine, dihydrochloride). Starting materials: ClC1=C(C(=O)N)C(=CC=C1)F (2-chloro-6-fluorobenzamide), BrC=1C=CC(=NC1)NC(=O)OC1=CC=CC=C1 (5-bromo-2-pyridinylaminocarboxylic acid, phenyl ester). The product is ClC1=C(C(=O)NC(=O)NC2=NC=C(C=C2)Br)C(=CC=C1)F (1-(2-CHLORO-6-FLUOROBENZOYL)-3-(5-BROMO-2-PYRIDINYL)UREA). RXN SMILES: [Cl:1][C:2]1[CH:10]=[CH:9][CH:8]=[C:7]([F:11])[C:3]=1[C:4]([NH2:6])=[O:5].[Br:12][C:13]1[CH:14]=[CH:15][C:16]([NH:19][C:20](OC2C=CC=CC=2)=[O:21])=[N:17][CH:18]=1>>[Cl:1][C:2]1[CH:10]=[CH:9][CH:8]=[C:7]([F:11])[C:3]=1[C:4]([NH:6][C:20]([NH:19][C:16]1[CH:15]=[CH:14][C:13]([Br:12])=[CH:18][N:17]=1)=[O:21])=[O:5]. Procedure details: A portion of 2-chloro-6-fluorobenzamide is dissolved in an organic solvent, and 5-bromo-2-pyridinylaminocarboxylic acid, phenyl ester is added. The reaction mixture is stirred with heating for a period of time, and is then evaporated under vacuum. The product, identical to the product of Example 2 above, is isolated from the residue by recrystallization. Starting materials: FC1=C(N=C(NC1=O)CC(=O)[O-])N1CCOCC1.[Na+] (sodium (5-fluoro-4-morpholin-4-yl-6-oxo-1,6-dihydropyrimidin-2-yl)acetate), CC1NC2=CC=C(C(=C2C1)F)F ((−)-2-methyl-4,5-difluoro-2,3-dihydro-1H-indole). Yields the product eluent 98/02, FC1=C2CC(N(C2=CC=C1F)C(CC1=NC(=C(C(N1)=O)F)N1CCOCC1)=O)C (2-[2-((+)-4,5-difluoro-2-methyl-2,3-dihydroindol-1-yl)-2-oxoethyl]-5-fluoro-6-morpholin-4-yl-3H-pyrimidin-4-one). Yield: 57.1%. As a reaction SMILES: [F:1][C:2]1[C:7](=[O:8])[NH:6][C:5]([CH2:9][C:10]([O-:12])=O)=[N:4][C:3]=1[N:13]1[CH2:18][CH2:17][O:16][CH2:15][CH2:14]1.[Na+].[CH3:20][CH:21]1[CH2:29][C:28]2[C:23](=[CH:24][CH:25]=[C:26]([F:31])[C:27]=2[F:30])[NH:22]1>>[F:30][C:27]1[C:26]([F:31])=[CH:25][CH:24]=[C:23]2[C:28]=1[CH2:29][CH:21]([CH3:20])[N:22]2[C:10](=[O:12])[CH2:9][C:5]1[NH:6][C:7](=[O:8])[C:2]([F:1])=[C:3]([N:13]2[CH2:18][CH2:17][O:16][CH2:15][CH2:14]2)[N:4]=1 |f:0.1|. Reported procedure: The product is prepared by following the procedure described in example 1a (step 5a) using 140 mg of sodium (5-fluoro-4-morpholin-4-yl-6-oxo-1,6-dihydropyrimidin-2-yl)acetate obtained in step 2a of example 6a and 93 mg of (−)-2-methyl-4,5-difluoro-2,3-dihydro-1H-indole (reference example 2a). After silica column purification: eluent 98/02 dichloromethane/methanol, 117 mg of 2-[2-((+)-4,5-difluoro-2-methyl-2,3-dihydroindol-1-yl)-2-oxoethyl]-5-fluoro-6-morpholin-4-yl-3H-pyrimidin-4-one are obtaine... Reactants: [BH4-], CCOC(=O)COC1(c2cn(C(c3ccccc3)(c3ccccc3)c3ccccc3)cn2)CCCc2cc(C#N)ccc21, CCO, [Na+]. The product is N#Cc1ccc2c(c1)CCCC2(OCCO)c1cn(C(c2ccccc2)(c2ccccc2)c2ccccc2)cn1. As a reaction SMILES: [BH4-:1].[C:3](#[N:4])[c:5]1[cH:6][c:7]2[c:12]([cH:13][cH:14]1)[C:11]([O:15][CH2:16][C:17](=[O:18])[O:19][CH2:20][CH3:21])([c:22]1[n:23][cH:24][n:25]([C:27]([c:28]3[cH:29][cH:30][cH:31][cH:32][cH:33]3)([c:34]3[cH:35][cH:36][cH:37][cH:38][cH:39]3)[c:40]3[cH:41][cH:42][cH:43][cH:44][cH:45]3)[cH:26]1)[CH2:10][CH2:9][CH2:8]2.[CH3:46][CH2:47][OH:48].[Na+:2]>>[C:3](#[N:4])[c:5]1[cH:6][c:7]2[c:12]([cH:13][cH:14]1)[C:11]([O:15][CH2:16][CH2:17][OH:18])([c:22]1[n:23][cH:24][n:25]([C:27]([c:28]3[cH:29][cH:30][cH:31][cH:32][cH:33]3)([c:34]3[cH:35][cH:36][cH:37][cH:38][cH:39]3)[c:40]3[cH:41][cH:42][cH:43][cH:44][cH:45]3)[cH:26]1)[CH2:10][CH2:9][CH2:8]2. Reactants: [Cl-].O[NH3+] (hydroxylammonium chloride), C(O)([O-])=O.[Na+] (sodium hydrogen carbonate), CS(=O)C (dimethyl sulfoxide), C12(CC3CC(CC(C1)C3)C2)C(CN2C(=NC(=C(C2=O)CC2=CC=C(C=C2)C=2C(=CC=CC2)C#N)CCCC)C)O[Si](C)(C)C(C)(C)C (4′-{[1-(2-(1-adamantyl)-2-{[tert-butyl(dimethyl)silyl]oxy}ethyl)-4-butyl-2-methyl-6-oxo-1,6-dihydropyrimidin-5-yl]methyl}biphenyl-2-carbonitrile). Product: C12(CC3CC(CC(C1)C3)C2)C(CN2C(=NC(=C(C2=O)CC2=CC=C(C=C2)C2=C(C=CC=C2)C2=NOC(N2)=O)CCCC)C)O (3-[2-(1-adamantyl)-2-hydroxyethyl]-6-butyl-2-methyl-5-{[2′-(5-oxo-4,5-dihydro-1,2,4-oxadiazol-3-yl)biphenyl-4-yl]methyl}pyrimidin-4(3H)-one). Isolated yield 21.5%. Solvent: C(C)(=O)OCC (ethyl acetate). Run at temperature 40 celsius, time 30 minute. Procedure details: A mixture of hydroxylammonium chloride (0.90 g), sodium hydrogen carbonate (1.44 g) and dimethyl sulfoxide (15 mL) was stirred at 40° C. for 30 min, 4′-{[1-(2-(1-adamantyl)-2-{[tert-butyl(dimethyl)silyl]oxy}ethyl)-4-butyl-2-methyl-6-oxo-1,6-dihydropyrimidin-5-yl]methyl}biphenyl-2-carbonitrile (0.56 g) was added, and the mixture was stirred at 90° C. for 16 hr. The reaction mixture was diluted with ethyl acetate, washed with water and then with saturated brine, and dried over anhydrous magnesium ... RXN SMILES: [Cl-].O[NH3+:3].[C:4](=[O:7])([O-])[OH:5].[Na+].CS(C)=O.[C:13]12([CH:23]([O:52][Si](C(C)(C)C)(C)C)[CH2:24][N:25]3[C:30](=[O:31])[C:29]([CH2:32][C:33]4[CH:38]=[CH:37][C:36]([C:39]5[C:40]([C:45]#[N:46])=[CH:41][CH:42]=[CH:43][CH:44]=5)=[CH:35][CH:34]=4)=[C:28]([CH2:47][CH2:48][CH2:49][CH3:50])[N:27]=[C:26]3[CH3:51])[CH2:22][CH:17]3[CH2:18][CH:19]([CH2:21][CH:15]([CH2:16]3)[CH2:14]1)[CH2:20]2>C(OCC)(=O)C>[C:13]12([CH:23]([OH:52])[CH2:24][N:25]3[C:30](=[O:31])[C:29]([CH2:32][C:33]4[CH:34]=[CH:35][C:36]([C:39]5[CH:44]=[CH:43][CH:42]=[CH:41][C:40]=5[C:45]5[NH:3][C:4](=[O:7])[O:5][N:46]=5)=[CH:37][CH:38]=4)=[C:28]([CH2:47][CH2:48][CH2:49][CH3:50])[N:27]=[C:26]3[CH3:51])[CH2:20][CH:19]3[CH2:21][CH:15]([CH2:16][CH:17]([CH2:18]3)[CH2:22]1)[CH2:14]2 |f:0.1,2.3|. Reactants: CCOC(=O)c1cnn(-c2cc(C(=O)Nc3cc(C(C)(C)C)cc(NS(C)(=O)=O)c3OC)ccc2C)c1, CO, Cl, [Na+], [OH-]. Product: COc1c(NC(=O)c2ccc(C)c(-n3cc(C(=O)O)cn3)c2)cc(C(C)(C)C)cc1NS(C)(=O)=O. Reaction SMILES: [CH2:1]([CH3:2])[O:3][C:4](=[O:5])[c:6]1[cH:7][n:8][n:9](-[c:11]2[c:12]([CH3:37])[cH:13][cH:14][c:15]([C:17]([NH:18][c:19]3[c:20]([O:34][CH3:35])[c:21]([NH:29][S:30](=[O:31])(=[O:32])[CH3:33])[cH:22][c:23]([C:25]([CH3:26])([CH3:27])[CH3:28])[cH:24]3)=[O:36])[cH:16]2)[cH:10]1.[CH3:41][OH:42].[ClH:40].[Na+:39].[OH-:38]>>[O:3]=[C:4]([OH:5])[c:6]1[cH:7][n:8][n:9](-[c:11]2[c:12]([CH3:37])[cH:13][cH:14][c:15]([C:17]([NH:18][c:19]3[c:20]([O:34][CH3:35])[c:21]([NH:29][S:30](=[O:31])(=[O:32])[CH3:33])[cH:22][c:23]([C:25]([CH3:26])([CH3:27])[CH3:28])[cH:24]3)=[O:36])[cH:16]2)[cH:10]1.